Dataset: the Open Reaction Database (ORD), a public repository of structured organic reaction records. Task: describe an organic reaction: reactants, conditions, products, and yield Reactants: BrC1=CC=C2CCC(C(C2=C1)(C)O)CC=1NC=CN1 (7-bromo-1-hydroxy-1-methyl-2-(1-imidazolylmethyl)-1,2,3,4-tetrahydronaphthalene), C1(=CC=CC=C1)C(O)(C1=CC=CC=C1)C1=CC=CC=C1 (triphenylmethanol), C1(=CC=CC=C1)C(O)(C1=CC=CC=C1)C1=CC=CC=C1 (triphenylmethanol). The solvent is FC(C(=O)O)(F)F (trifluoroacetic acid). Product: BrC1=CC=C2C=CC(=C(C2=C1)C)CC=1NC=CN1 (7-bromo-2-(1-imidazolylmethyl)-1-methylnaphthalene). Yield: 75.5%. Reaction SMILES: [Br:1][C:2]1[CH:11]=[C:10]2[C:5]([CH2:6][CH2:7][CH:8]([CH2:14][C:15]3[NH:16][CH:17]=[CH:18][N:19]=3)[C:9]2(O)[CH3:12])=[CH:4][CH:3]=1.C1(C(C2C=CC=CC=2)(C2C=CC=CC=2)O)C=CC=CC=1>FC(F)(F)C(O)=O>[Br:1][C:2]1[CH:11]=[C:10]2[C:5]([CH:6]=[CH:7][C:8]([CH2:14][C:15]3[NH:19][CH:18]=[CH:17][N:16]=3)=[C:9]2[CH3:12])=[CH:4][CH:3]=1. Reported procedure: A solution of 7-bromo-1-hydroxy-1-methyl-2-(1-imidazolylmethyl)-1,2,3,4-tetrahydronaphthalene (1.95 g) and triphenylmethanol (2.37 g) in trifluoroacetic acid (30 ml) was heated under reflux for 4 days. An additional 2.37 g of triphenylmethanol was added and the solution was heated under reflux for a further 5 days. The solution was evaporated and the residue was basified with diluted sodium hydroxide solution. The mixture was extracted several times with ethyl acetate and the combined extracts w... The reactants are COc1c(C)c(C(OC(C)=O)c2ccc(C=O)cc2)c(OC)c(OC)c1OC, C1CCOC1, CCOC(=O)CP(=O)(OCC)OCC, [H-], [Na+], O. Product: CCOC(=O)C=Cc1ccc(C(OC(C)=O)c2c(C)c(OC)c(OC)c(OC)c2OC)cc1. As a reaction SMILES: [C:17]([CH3:18])(=[O:19])[O:20][CH:21]([c:22]1[cH:23][cH:24][c:25]([CH:26]=[O:27])[cH:28][cH:29]1)[c:30]1[c:31]([O:43][CH3:44])[c:32]([O:41][CH3:42])[c:33]([O:39][CH3:40])[c:34]([O:37][CH3:38])[c:35]1[CH3:36].[CH2:46]1[O:47][CH2:48][CH2:49][CH2:50]1.[CH3:1][CH2:2][O:3][C:4](=[O:5])[CH2:6][P:7]([O:8][CH2:9][CH3:10])([O:11][CH2:12][CH3:13])=[O:14].[H-:15].[Na+:16].[OH2:45]>>[CH3:1][CH2:2][O:3][C:4](=[O:5])[CH:6]=[CH:46][c:25]1[cH:24][cH:23][c:22]([CH:21]([O:20][C:17]([CH3:18])=[O:19])[c:30]2[c:31]([O:43][CH3:44])[c:32]([O:41][CH3:42])[c:33]([O:39][CH3:40])[c:34]([O:37][CH3:38])[c:35]2[CH3:36])[cH:29][cH:28]1. Reactants: Cc1ccnc2c1C(=O)CC(c1ccccn1)C2, CCO, Cl, Cl, N=C(N)NN, O. Yields the product Cc1ccnc2c1C(=NNC(=N)N)CC(c1ccccn1)C2, Cl. As a reaction SMILES: [CH3:1][c:2]1[cH:3][cH:4][n:5][c:6]2[c:11]1[C:10](=[O:12])[CH2:9][CH:8]([c:13]1[n:14][cH:15][cH:16][cH:17][cH:18]1)[CH2:7]2.[CH3:27][CH2:28][OH:29].[ClH:19].[ClH:25].[NH2:20][NH:21][C:22](=[NH:23])[NH2:24].[OH2:26]>>[CH3:1][c:2]1[cH:3][cH:4][n:5][c:6]2[c:11]1[C:10](=[N:20][NH:21][C:22](=[NH:23])[NH2:24])[CH2:9][CH:8]([c:13]1[n:14][cH:15][cH:16][cH:17][cH:18]1)[CH2:7]2.[ClH:19]. Starting materials: O=C([O-])[O-], CC1(C)c2cccc(P(c3ccccc3)c3ccccc3)c2Oc2c(P(c3ccccc3)c3ccccc3)cccc21, Clc1cc(I)c(Cl)cn1, [Cs+], [Cs+], CNC(=O)c1c(N)cccc1F, CC(=O)[O-], CC(=O)[O-], C1COCCO1, [Pd+2]. The product is CNC(=O)c1c(F)cccc1Nc1cc(Cl)ncc1Cl. RXN SMILES: [C:43](=[O:44])([O-:45])[O-:46].[CH3:1][C:2]1([CH3:3])[c:4]2[cH:5][cH:6][cH:7][c:8]([P:9]([c:10]3[cH:11][cH:12][cH:13][cH:14][cH:15]3)[c:16]3[cH:17][cH:18][cH:19][cH:20][cH:21]3)[c:22]2[O:23][c:24]2[c:25]1[cH:26][cH:27][cH:28][c:29]2[P:30]([c:31]1[cH:32][cH:33][cH:34][cH:35][cH:36]1)[c:37]1[cH:38][cH:39][cH:40][cH:41][cH:42]1.[Cl:61][c:62]1[n:63][cH:64][c:65]([Cl:69])[c:66]([I:68])[cH:67]1.[Cs+:47].[Cs+:48].[NH2:49][c:50]1[c:51]([C:52](=[O:53])[NH:54][CH3:55])[c:56]([F:60])[cH:57][cH:58][cH:59]1.[O-:77][C:78]([CH3:79])=[O:80].[O-:81][C:82]([CH3:83])=[O:84].[O:70]1[CH2:71][CH2:72][O:73][CH2:74][CH2:75]1.[Pd+2:76]>>[NH:49]([c:50]1[c:51]([C:52](=[O:53])[NH:54][CH3:55])[c:56]([F:60])[cH:57][cH:58][cH:59]1)[c:66]1[c:65]([Cl:69])[cH:64][n:63][c:62]([Cl:61])[cH:67]1. The reactants are O.[OH-].[Li+] (lithium hydroxide monohydrate), solution, C=1(C(=CC=CC1)C(=O)CN1C(C(CN(C2=C1C=C(C=C2)C)C(CC(C)(C)C)=O)NC(=O)NC2=CC(=C(C=C2)C)C(=O)OC)=O)C (1-[1-(2-Toluoylmethyl)-2-oxo-5-(3,3-dimethylbutanoyl)-8-methyl-1,3,4,5-tetrahydro-2H-1,5-benzodiazepin-3-yl]-3-(3-methoxycarbonyl-4-methylphenyl)urea). The solvent is O1CCCC1 (tetrahydrofuran). Conditions: temperature 45 celsius, time 4 hour. Yields the product C=1(C(=CC=CC1)C(=O)CN1C(C(CN(C2=C1C=C(C=C2)C)C(CC(C)(C)C)=O)NC(NC=2C=CC(=C(C(=O)O)C2)C)=O)=O)C (5-[3-[1-(2-toluoylmethyl)-2-oxo-5-(3,3-dimethylbutanoyl)-8-methyl-1,3,4,5-tetrahydro-2H-1,5-benzodiazepin-3-yl]ureido]-2-methylbenzoic acid). The yield is 61.0%. RXN SMILES: [C:1]1([CH3:45])[C:2]([C:7]([CH2:9][N:10]2[C:16]3[CH:17]=[C:18]([CH3:21])[CH:19]=[CH:20][C:15]=3[N:14]([C:22](=[O:28])[CH2:23][C:24]([CH3:27])([CH3:26])[CH3:25])[CH2:13][CH:12]([NH:29][C:30]([NH:32][C:33]3[CH:38]=[CH:37][C:36]([CH3:39])=[C:35]([C:40]([O:42]C)=[O:41])[CH:34]=3)=[O:31])[C:11]2=[O:44])=[O:8])=[CH:3][CH:4]=[CH:5][CH:6]=1.O.[OH-].[Li+]>O1CCCC1>[C:1]1([CH3:45])[C:2]([C:7]([CH2:9][N:10]2[C:16]3[CH:17]=[C:18]([CH3:21])[CH:19]=[CH:20][C:15]=3[N:14]([C:22](=[O:28])[CH2:23][C:24]([CH3:27])([CH3:26])[CH3:25])[CH2:13][CH:12]([NH:29][C:30](=[O:31])[NH:32][C:33]3[CH:38]=[CH:37][C:36]([CH3:39])=[C:35]([CH:34]=3)[C:40]([OH:42])=[O:41])[C:11]2=[O:44])=[O:8])=[CH:3][CH:4]=[CH:5][CH:6]=1 |f:1.2.3|. Reported procedure: 1-[1-(2-Toluoylmethyl)-2-oxo-5-(3,3-dimethylbutanoyl)-8-methyl-1,3,4,5-tetrahydro-2H-1,5-benzodiazepin-3-yl]-3-(3-methoxycarbonyl-4-methylphenyl)urea (0.94 g) was dissolved in tetrahydrofuran (20 ml), aqueous lithium hydroxide monohydrate (0.32 g) solution (10 ml) was added, the mixture was stirred at 40-50° C. for 4 hours. The reaction mixture was concentrated under reduced pressure, the residue was weakly acidified with 1N hydrochloric acid and extracted with chloroform. The organic layer was ... Reactants: O.ClC1=CC=C(C=C1)CN1C=2N(C(C=3NC(NC13)=S)=O)CCN2 (4-[(4-Chlorophenyl)Methyl]-2,3,6,7-Tetrahydro-2-Thioxo-1H-Imidazo[1,2-a]Purin-9(4H)-One Monohydrate), IC (iodomethane). Solvent: [OH-].[Na+] (NaOH). Run at time 16 hour. The product is ClC1=CC=C(C=C1)CN1C2N(C(C=3N=C(NC13)SC)=O)CCN2 (4-[(4-Chlorophenyl)Methyl]-6,7-Dihydro-2-Methylthio-3H-Imidazo[1,2-a]Purin-9(5H)-One). As a reaction SMILES: O.[Cl:2][C:3]1[CH:8]=[CH:7][C:6]([CH2:9][N:10]2[C:18]3[NH:17][C:16](=[S:19])[NH:15][C:14]=3[C:13](=[O:20])[N:12]3[CH2:21][CH2:22][N:23]=[C:11]23)=[CH:5][CH:4]=1.I[CH3:25]>[OH-].[Na+]>[Cl:2][C:3]1[CH:8]=[CH:7][C:6]([CH2:9][N:10]2[C:18]3[NH:17][C:16]([S:19][CH3:25])=[N:15][C:14]=3[C:13](=[O:20])[N:12]3[CH2:21][CH2:22][NH:23][CH:11]23)=[CH:5][CH:4]=1 |f:0.1,3.4|. Procedure details: To a solution of the product of Procedure 97 (2.4 g., 0.0068 mole) in 0.1N NaOH (85 ml.), iodomethane (1.94 g., 0.0136 mole) was added and the mixture stirred at room temperature for 16 hrs. The insolubles were collected and recrystallized from methoxyethanol to give 1.3 g. of product, m.p. 296°-297°. Yield: 82.8%. Run in C(C)#N (acetonitrile). Conditions: time 16 hour. Procedure details: N-Iodosuccinimide (811 mg, 3.6 mmol) was added into a solution of 4-{7-[bis-(2-trimethylsilanyl-ethoxymethyl)-amino]-pyrazolo[1,5-a]pyrimidin-5-yl}-cyclohexanecarboxylic acid methyl ester (Int-7e, 1.75 g, 3.27 mmol) in acetonitrile (25 mL). The resulting reaction mixture was stirred at room temperature for 16 hours. The reaction mixture was concentrated in vacuo and purified via silica gel chromatography (0% to 30% ethyl acetate in hexanes gradient) to yield the title compound (1.79 g, 82.8% yie... Reactants: IN1C(CCC1=O)=O (N-Iodosuccinimide), COC(=O)C1CCC(CC1)C1=NC=2N(C(=C1)N(COCC[Si](C)(C)C)COCC[Si](C)(C)C)N=CC2 (4-{7-[bis-(2-trimethylsilanyl-ethoxymethyl)-amino]-pyrazolo[1,5-a]pyrimidin-5-yl}-cyclohexanecarboxylic acid methyl ester). Product: COC(=O)C1CCC(CC1)C1=NC=2N(C(=C1)N(COCC[Si](C)(C)C)COCC[Si](C)(C)C)N=CC2I (4-{7-[Bis-(2-trimethylsilanyl-ethoxymethyl)-amino]-3-iodo-pyrazolo[1,5-a]pyrimidin-5-yl}-cyclohexanecarboxylic acid methyl ester). As a reaction SMILES: [I:1]N1C(=O)CCC1=O.[CH3:9][O:10][C:11]([CH:13]1[CH2:18][CH2:17][CH:16]([C:19]2[CH:24]=[C:23]([N:25]([CH2:34][O:35][CH2:36][CH2:37][Si:38]([CH3:41])([CH3:40])[CH3:39])[CH2:26][O:27][CH2:28][CH2:29][Si:30]([CH3:33])([CH3:32])[CH3:31])[N:22]3[N:42]=[CH:43][CH:44]=[C:21]3[N:20]=2)[CH2:15][CH2:14]1)=[O:12]>C(#N)C>[CH3:9][O:10][C:11]([CH:13]1[CH2:14][CH2:15][CH:16]([C:19]2[CH:24]=[C:23]([N:25]([CH2:34][O:35][CH2:36][CH2:37][Si:38]([CH3:41])([CH3:40])[CH3:39])[CH2:26][O:27][CH2:28][CH2:29][Si:30]([CH3:32])([CH3:33])[CH3:31])[N:22]3[N:42]=[CH:43][C:44]([I:1])=[C:21]3[N:20]=2)[CH2:17][CH2:18]1)=[O:12].